From a dataset of the Open Reaction Database (ORD), a public repository of structured organic reaction records. describe an organic reaction: reactants, conditions, products, and yield Reactants: C=1C=CC2=C(C1)C(=O)C=C(N2)C(=O)O (kynurenic acid), C=1C=CC2=C(C1)C(=O)C=C(N2)C(=O)O (kynurenic acid), NOCC(=O)O (aminooxyacetic acid), C=1C=CC(=C(C1)C(=O)CC(C(=O)O)N)N (kynurenine). The product is C=1C=CC(=C(C1)C(=O)C[C@@H](C(=O)O)N)N (L-kynurenine). Reaction SMILES: C1C=CC2NC(C(O)=O)=CC(=O)C=2C=1.NOCC(O)=O.[CH:21]1[CH:22]=[CH:23][C:24]([NH2:35])=[C:25]([C:27]([CH2:29][CH:30]([NH2:34])[C:31]([OH:33])=[O:32])=[O:28])[CH:26]=1>>[CH:21]1[CH:22]=[CH:23][C:24]([NH2:35])=[C:25]([C:27]([CH2:29][C@H:30]([NH2:34])[C:31]([OH:33])=[O:32])=[O:28])[CH:26]=1. Procedure details: In order to establish that the kynurenic acid measured in striatal ECF was synthesized in the CNS rather than transported into the CNS from the periphery, we examined the ability of aminooxyacetic acid (AOAA), an established inhibitor of kynurenine transaminase, to inhibit the kynurenic acid surge produced by peripheral infusion of L-kynurenine. We designed a model with internal controls to negate the effects of variable L-kynurenine absorption from the periphery. Dialysis probes were implanted ...